This data is from the Open Reaction Database (ORD), a public repository of structured organic reaction records. The task is: describe an organic reaction: reactants, conditions, products, and yield The reactants are O=Cc1ccc(NS(=O)(=O)c2ccccn2)cc1, NC1CCCc2cccnc21. Product: O=S(=O)(Nc1ccc(CNC2CCCc3cccnc32)cc1)c1ccccn1. Reaction SMILES: [CH:12](=[O:13])[c:14]1[cH:15][cH:16][c:17]([NH:20][S:21](=[O:22])(=[O:23])[c:24]2[n:25][cH:26][cH:27][cH:28][cH:29]2)[cH:18][cH:19]1.[n:1]1[cH:2][cH:3][cH:4][c:5]2[c:10]1[CH:9]([NH2:11])[CH2:8][CH2:7][CH2:6]2>>[n:1]1[cH:2][cH:3][cH:4][c:5]2[c:10]1[CH:9]([NH:11][CH2:12][c:14]1[cH:15][cH:16][c:17]([NH:20][S:21](=[O:22])(=[O:23])[c:24]3[n:25][cH:26][cH:27][cH:28][cH:29]3)[cH:18][cH:19]1)[CH2:8][CH2:7][CH2:6]2. Starting materials: CCO, [H][H], COc1cc2c(cc1OC)C(C(CO)CO)=NCC2. Yields the product COc1cc2c(cc1OC)C(C(CO)CO)NCC2. RXN SMILES: [CH3:20][CH2:21][OH:22].[H:23][H:24].[OH:1][CH2:2][CH:3]([C:4]1=[N:5][CH2:6][CH2:7][c:8]2[cH:9][c:10]([O:16][CH3:17])[c:11]([O:14][CH3:15])[cH:12][c:13]21)[CH2:18][OH:19]>>[OH:1][CH2:2][CH:3]([CH:4]1[NH:5][CH2:6][CH2:7][c:8]2[cH:9][c:10]([O:16][CH3:17])[c:11]([O:14][CH3:15])[cH:12][c:13]21)[CH2:18][OH:19]. As a reaction SMILES: [Br:26][c:27]1[c:28]([CH2:29][Br:30])[cH:31][cH:32][cH:33][cH:34]1.[C:35]([OH:36])([CH3:37])([CH3:38])[CH3:39].[CH3:1][C:2]([CH3:3])([O-:4])[CH3:5].[CH3:7][CH:8]1[N:9]([C:18]([c:19]2[cH:20][cH:21][cH:22][cH:23][cH:24]2)=[O:25])[CH2:10][CH2:11][C:12](=[O:17])[CH:13]1[C:14](=[O:15])[OH:16].[K+:6]>>[CH3:7][CH:8]1[N:9]([C:18]([c:19]2[cH:20][cH:21][cH:22][cH:23][cH:24]2)=[O:25])[CH2:10][CH2:11][C:12](=[O:17])[C:13]1([C:14](=[O:15])[OH:16])[CH2:29][c:28]1[c:27]([Br:26])[cH:34][cH:33][cH:32][cH:31]1. Product: CC1N(C(=O)c2ccccc2)CCC(=O)C1(Cc1ccccc1Br)C(=O)O. Starting materials: BrCc1ccccc1Br, CC(C)(C)O, CC(C)(C)[O-], CC1C(C(=O)O)C(=O)CCN1C(=O)c1ccccc1, [K+]. Procedure details: A stirred solution of 4-chloro-6-hydroxy-2-(2-propoxyphenyl)pyrimidine (0.66 g) and 3-amino-1-propanol (0.56 g) in n-propanol was heated under reflux for 16 hours. The cooled reaction mixture was evaporated under reduced pressure to yield an oil which was partitioned between chloroform (20 ml) and water (20 ml). The chloroform layer was separated from the aqueous layer which was extracted with chloroform (2×10 ml) and the combined chloroform layers were washed with water, dried (magnesium sulfat... Product: OCCCNC1=CC(NC(=N1)C1=C(C=CC=C1)OCCC)=O (6-(3-Hydroxypropylamino)-2-(2-propoxyphenyl)pyrimidin-4[3H]-one). Reaction SMILES: Cl[C:2]1[CH:7]=[C:6]([OH:8])[N:5]=[C:4]([C:9]2[CH:14]=[CH:13][CH:12]=[CH:11][C:10]=2[O:15][CH2:16][CH2:17][CH3:18])[N:3]=1.[NH2:19][CH2:20][CH2:21][CH2:22][OH:23]>C(O)CC>[OH:23][CH2:22][CH2:21][CH2:20][NH:19][C:2]1[N:3]=[C:4]([C:9]2[CH:14]=[CH:13][CH:12]=[CH:11][C:10]=2[O:15][CH2:16][CH2:17][CH3:18])[NH:5][C:6](=[O:8])[CH:7]=1. Run in C(CC)O (n-propanol). The reactants are ClC1=NC(=NC(=C1)O)C1=C(C=CC=C1)OCCC (4-chloro-6-hydroxy-2-(2-propoxyphenyl)pyrimidine), NCCCO (3-amino-1-propanol). Run in C1CCOC1 (THF), C1CCOC1 (THF). The reactants are BrCCCC(C#N)(C(C)C)C1=CC(=C(C=C1)OC)OC (5-Bromo-2-(3,4-dimethoxyphenyl)-2-isopropylpentanenitrile), CNCCC1=CC=C(C(=O)OCC)C=C1 (Ethyl 4-(2-(methylamino)ethyl)benzoate). Conditions: temperature 90 celsius, time 18 hour. As a reaction SMILES: Br[CH2:2][CH2:3][CH2:4][C:5]([C:11]1[CH:16]=[CH:15][C:14]([O:17][CH3:18])=[C:13]([O:19][CH3:20])[CH:12]=1)([CH:8]([CH3:10])[CH3:9])[C:6]#[N:7].[CH3:21][NH:22][CH2:23][CH2:24][C:25]1[CH:35]=[CH:34][C:28]([C:29]([O:31][CH2:32][CH3:33])=[O:30])=[CH:27][CH:26]=1>C1COCC1>[C:6]([C:5]([C:11]1[CH:16]=[CH:15][C:14]([O:17][CH3:18])=[C:13]([O:19][CH3:20])[CH:12]=1)([CH:8]([CH3:10])[CH3:9])[CH2:4][CH2:3][CH2:2][N:22]([CH3:21])[CH2:23][CH2:24][C:25]1[CH:35]=[CH:34][C:28]([C:29]([O:31][CH2:32][CH3:33])=[O:30])=[CH:27][CH:26]=1)#[N:7]. Reported procedure: A solution of 0.326 g (0.961 mmol) of 1f in 1 mL of THF and a separate solution of 0.292 g (1.41 mmol) of 2c in 1 mL of THF were combined. The resulting solution was heated in a 90° C. oil bath and the THF was evaporated under a slow stream of nitrogen. The resulting mixture was stirred under nitrogen at 85° C. for 18 h, cooled to 22° C. and partitioned between saturated NaHCO3 and ethyl acetate. The organic layer was dried (Na2SO4) and evaporated and the residue purified by flash chromatography... The product is C(#N)C(CCCN(CCC1=CC=C(C(=O)OCC)C=C1)C)(C(C)C)C1=CC(=C(C=C1)OC)OC (Ethyl 4-(2-((4-cyano-4-(3,4-dimethoxyphenyl)-5-methylhexyl)(methyl)amino)ethyl)benzoate). RXN SMILES: [F:1][CH:2]([F:25])[C:3]1[N:8]=[C:7]([C:9]([F:12])([F:11])[F:10])[C:6]([C:13]([O:15][CH2:16][CH3:17])=[O:14])=[C:5]([CH2:18][CH:19]([CH3:21])[CH3:20])[C:4]=1[S:22][CH2:23][CH3:24].C1C=C(Cl)C=C(C(OO)=[O:34])C=1.C1C=C(Cl)C=C(C(O)=O)C=1>>[F:25][CH:2]([F:1])[C:3]1[N:8]=[C:7]([C:9]([F:12])([F:10])[F:11])[C:6]([C:13]([O:15][CH2:16][CH3:17])=[O:14])=[C:5]([CH2:18][CH:19]([CH3:21])[CH3:20])[C:4]=1[S:22]([CH2:23][CH3:24])=[O:34]. Starting materials: FC(C1=C(C(=C(C(=N1)C(F)(F)F)C(=O)OCC)CC(C)C)SCC)F (6-(Difluoromethyl)-5-ethylthio-4-(2-methylpropyl)-2-(trifluoromethyl)-3-pyridinecarboxylic acid, ethyl ester), C1=CC(=CC(=C1)Cl)C(=O)OO (MCPBA), mixture, C1=CC(=CC(=C1)Cl)C(=O)O (MCBA). Yields the product FC(C1=C(C(=C(C(=N1)C(F)(F)F)C(=O)OCC)CC(C)C)S(=O)CC)F (6-(Difluoromethyl)-5-ethylsulfinyl-4-(2-methylpropyl)-2-(trifluoromethyl)-3-pyridinecarboxylic acid, ethyl ester). Procedure: Prepared from product of Example 6 (7.0 g, 18.1 mmol) and MCPBA (3.7 g of an 85% mixture with MCBA, 18.1 mmol) as described above. Recrystallization (ether/petroleum ether) afforded the product as a white solid (6.23 g). The reactants are C(C(C)(C)C)(=O)OC1CC(C1)O (3-hydroxycyclobutyl pivalate), CCN(C(C)C)C(C)C (diea), O(S(=O)(=O)C(F)(F)F)[Si](C)(C)C(C)(C)C (tert-butyldimethylsilyl triflate). The solvent is C(Cl)Cl (DCM). Run at time 2 hour. Product: C(C(C)(C)C)(=O)OC1CC(C1)O[Si](C)(C)C(C)(C)C (3-(tert-Butyldimethylsilyloxy)cyclobutyl pivalate). RXN SMILES: [C:1]([O:7][CH:8]1[CH2:11][CH:10]([OH:12])[CH2:9]1)(=[O:6])[C:2]([CH3:5])([CH3:4])[CH3:3].CCN(C(C)C)C(C)C.O([Si:30]([C:33]([CH3:36])([CH3:35])[CH3:34])([CH3:32])[CH3:31])S(C(F)(F)F)(=O)=O>C(Cl)Cl>[C:1]([O:7][CH:8]1[CH2:9][CH:10]([O:12][Si:30]([C:33]([CH3:36])([CH3:35])[CH3:34])([CH3:32])[CH3:31])[CH2:11]1)(=[O:6])[C:2]([CH3:5])([CH3:4])[CH3:3]. Procedure details: To a stirred mixture of 3-hydroxycyclobutyl pivalate (16.60 g, 96.4 mmol) and diea (25.2 ml, 145 mmol) in DCM (100 ml) at 0° C. was added tert-butyldimethylsilyl triflate (31.0 ml, 135 mmol) dropwise. The reaction was stirred for 2 h, then quenched with H2O. The layers were separated, and the organic layer was washed with saturated NaHCO3, brine, dried over MgSO4 and concentrated to give the title compound as a light brown oil.